Dataset: the Open Reaction Database (ORD), a public repository of structured organic reaction records. Task: describe an organic reaction: reactants, conditions, products, and yield The reactants are [Si](C)(C)(C(C)(C)C)OCCC=1NC2=CC=C(C=C2C1)CC(=O)[O-] (2-(t-butyldimethylsilyl-oxyethyl)-indole-5-acetate), [F-].C(CCC)[N+](CCCC)(CCCC)CCCC (tetrabutylammonium fluoride). Run in C1CCOC1 (THF), C1CCOC1 (THF). Run at time 15 minute. Yields the product OCCC=1NC2=CC=C(C=C2C1)CC(=O)OC (Methyl 2-(2-hydroxyethyl)indole-5-acetate). RXN SMILES: [Si]([O:8][CH2:9][CH2:10][C:11]1[NH:12][C:13]2[C:18]([CH:19]=1)=[CH:17][C:16]([CH2:20][C:21]([O-:23])=[O:22])=[CH:15][CH:14]=2)(C(C)(C)C)(C)C.[F-].[CH2:25]([N+](CCCC)(CCCC)CCCC)CCC>C1COCC1>[OH:8][CH2:9][CH2:10][C:11]1[NH:12][C:13]2[C:18]([CH:19]=1)=[CH:17][C:16]([CH2:20][C:21]([O:23][CH3:25])=[O:22])=[CH:15][CH:14]=2 |f:1.2|. Procedure: To a solution of methyl 2-(2-(t-butyldimethylsilyl-oxyethyl)-indole-5-acetate (400 mg; 1.15 mmol) in ca. 4 ml of THF was added a 1 M tetrabutylammonium fluoride in THF (1.2 mL; 1.05 eq) at 0° C. After 15 minutes, the reaction was allowed to warm to room temperature and stirred for an additional 3 hours. It was concentrated, diluted with water and extracted with ethyl acetate. The organic layer was washed with water, dried (Na2SO4), concentrated and chromatographed (silica gel, hexane:ethyl aceta... The reactants are BrC1=CC=C2C=NC(=NN21)NC2=CC=C(C=C2)N2CCN(CC2)C ((7-Bromo-pyrrolo[2,1-f][1,2,4]triazin-2-yl)-[4-(4-methyl-piperazin-1-yl)-phenyl]-amine), COCC1=C(C=CC=C1)B(O)O (2-(Methoxymethyl)phenyl-boronic acid). Yields the product COCC1=C(C=CC=C1)C1=CC=C2C=NC(=NN21)NC2=CC=C(C=C2)N2CCN(CC2)C (7-[2-(methoxymethyl)phenyl]-N-[4-(4-methylpiperazin-1-yl)phenyl]pyrrolo[2,1-f][1,2,4]triazin-2-amine). The yield is 76.4%. As a reaction SMILES: Br[C:2]1[N:10]2[C:5]([CH:6]=[N:7][C:8]([NH:11][C:12]3[CH:17]=[CH:16][C:15]([N:18]4[CH2:23][CH2:22][N:21]([CH3:24])[CH2:20][CH2:19]4)=[CH:14][CH:13]=3)=[N:9]2)=[CH:4][CH:3]=1.[CH3:25][O:26][CH2:27][C:28]1[CH:33]=[CH:32][CH:31]=[CH:30][C:29]=1B(O)O>>[CH3:25][O:26][CH2:27][C:28]1[CH:33]=[CH:32][CH:31]=[CH:30][C:29]=1[C:2]1[N:10]2[C:5]([CH:6]=[N:7][C:8]([NH:11][C:12]3[CH:13]=[CH:14][C:15]([N:18]4[CH2:23][CH2:22][N:21]([CH3:24])[CH2:20][CH2:19]4)=[CH:16][CH:17]=3)=[N:9]2)=[CH:4][CH:3]=1. Procedure details: Analogous to Example 1499, (7-Bromo-pyrrolo[2,1-f][1,2,4]triazin-2-yl)-[4-(4-methyl-piperazin-1-yl)-phenyl]-amine (85 mg, 0.22 mmol) and 2-(Methoxymethyl)phenyl-boronic acid (72.8 mg, 0.439 mmol) were reacted to afford 7-[2-(methoxymethyl)phenyl]-N-[4-(4-methylpiperazin-1-yl)phenyl]pyrrolo[2,1-f][1,2,4]triazin-2-amine (72 mg, 76%). LCMS (HPLC): 0.88 min, m/z=429 (M+H); 1H-NMR (DMSO-d6): 9.18 (s, 1H), 8.94 (s, 1H), 7.69 (m, 1H), 7.60 (m, 1H), 7.46-7.52 (m, 4H), 6.93 (d, 1H, J=4.6 Hz), 6.87 (d, 1H... Reactants: N1CC2(CC1C(=O)O)C1CCC(C2)C1 (spiro[bicyclo[2.2.1]heptane-2,3'-pyrrolidine]-5'-carboxylic acid), S(=O)(Cl)Cl (thionyl chloride), C(C1=CC=CC=C1)O (benzyl alcohol). Product: Cl.N1CC2(CC1C(=O)OCC1=CC=CC=C1)C1CCC(C2)C1 (Benzyl spiro[bicyclo[2.2.1]heptane-2,3'-pyrrolidine]-5'-carboxylate hydrochloride). As a reaction SMILES: [NH:1]1[CH:5]([C:6]([OH:8])=[O:7])[CH2:4][C:3]2([CH2:13][CH:12]3[CH2:14][CH:9]2[CH2:10][CH2:11]3)[CH2:2]1.S(Cl)([Cl:17])=O.[CH2:19](O)[C:20]1[CH:25]=[CH:24][CH:23]=[CH:22][CH:21]=1>>[ClH:17].[NH:1]1[CH:5]([C:6]([O:8][CH2:19][C:20]2[CH:25]=[CH:24][CH:23]=[CH:22][CH:21]=2)=[O:7])[CH2:4][C:3]2([CH2:13][CH:12]3[CH2:14][CH:9]2[CH2:10][CH2:11]3)[CH2:2]1 |f:3.4|. Reported procedure: 4.3 g of spiro[bicyclo[2.2.1]heptane-2,3'-pyrrolidine]-5'-carboxylic acid are esterified with 43 ml of thionyl chloride and 43 ml of benzyl alcohol is analogy to the procedure described in Example 6, yield 6.7 g, Reactants: ClC1=NC=C(C=O)C(=C1)NC (6-chloro-4-(methylamino)nicotinaldehyde), O=C(OC(Cl)(Cl)Cl)Cl (diphosgene), FC1=C(C=C(N)C=C1)[N+](=O)[O-] (4-fluoro-3-nitroaniline), C(C)(=O)O[BH-](OC(C)=O)OC(C)=O.[Na+] (sodium triacetoxy borohydride). Solvent: C(C)(=O)O (acetic acid). Yields the product ClC1=CC=2N(C(N(CC2C=N1)C1=CC(=C(C=C1)F)[N+](=O)[O-])=O)C (7-chloro-3-(4-fluoro-3-nitrophenyl)-1-methyl-3,4-dihydropyrido[4,3-d]pyrimidin-2(1H)-one). As a reaction SMILES: [Cl:1][C:2]1[CH:9]=[C:8]([NH:10][CH3:11])[C:5]([CH:6]=O)=[CH:4][N:3]=1.[F:12][C:13]1[CH:19]=[CH:18][C:16]([NH2:17])=[CH:15][C:14]=1[N+:20]([O-:22])=[O:21].[C:23](O[BH-](OC(=O)C)OC(=O)C)(=[O:25])C.[Na+].O=C(Cl)OC(Cl)(Cl)Cl>C(O)(=O)C>[Cl:1][C:2]1[N:3]=[CH:4][C:5]2[CH2:6][N:17]([C:16]3[CH:18]=[CH:19][C:13]([F:12])=[C:14]([N+:20]([O-:22])=[O:21])[CH:15]=3)[C:23](=[O:25])[N:10]([CH3:11])[C:8]=2[CH:9]=1 |f:2.3|. Reported procedure: By analogy to Example A24, 6-chloro-4-(methylamino)nicotinaldehyde (from Example A24), 4-fluoro-3-nitroaniline and sodium triacetoxy borohydride are combined in glacial acetic acid to give crude 2-chloro-5-((4-fluoro-3-nitrophenylamino)methyl)-N-methylpyridin-4-amine, which is reacted with diphosgene by the procedure of Example A75 to give 7-chloro-3-(4-fluoro-3-nitrophenyl)-1-methyl-3,4-dihydropyrido[4,3-d]pyrimidin-2(1H)-one. Zn Dust is reacted with a suspension of 7-chloro-3-(4-fluoro-3-nitro... The reactants are CC#N, CCCCCn1c2nc(Br)[nH]c2c(=O)n2c(CCN)nnc12, O=C=Nc1ccccc1, CN(C)C=O, O. Yields the product CCCCCn1c2nc(Br)[nH]c2c(=O)n2c(CCNC(=O)Nc3ccccc3)nnc12. RXN SMILES: [CH3:38][C:39]#[N:40].[NH2:1][CH2:2][CH2:3][c:4]1[n:5][n:6][c:7]2[n:8]1[c:9](=[O:22])[c:10]1[nH:11][c:12]([Br:21])[n:13][c:14]1[n:15]2[CH2:16][CH2:17][CH2:18][CH2:19][CH3:20].[O:23]=[C:24]=[N:25][c:26]1[cH:27][cH:28][cH:29][cH:30][cH:31]1.[O:32]=[CH:33][N:34]([CH3:35])[CH3:36].[OH2:37]>>[NH:1]([CH2:2][CH2:3][c:4]1[n:5][n:6][c:7]2[n:8]1[c:9](=[O:22])[c:10]1[nH:11][c:12]([Br:21])[n:13][c:14]1[n:15]2[CH2:16][CH2:17][CH2:18][CH2:19][CH3:20])[C:24](=[O:23])[NH:25][c:26]1[cH:27][cH:28][cH:29][cH:30][cH:31]1. Reactants: C=CCOC(=O)C1=C(c2cccnc2)SC2C(C(C)O)C(=O)N12, CCCCC(CC)C(=O)[O-], CCOCC, ClCCl, [K+], C1CCOC1, c1ccc(P(c2ccccc2)c2ccccc2)cc1. The product is [K+], CC(O)C1C(=O)N2C(C(=O)[O-])=C(c3cccnc3)SC12. RXN SMILES: [CH2:1]([CH:2]=[CH2:3])[O:4][C:5](=[O:6])[C:7]1=[C:13]([c:14]2[cH:15][n:16][cH:17][cH:18][cH:19]2)[S:12][CH:11]2[N:8]1[C:9](=[O:23])[CH:10]2[CH:20]([CH3:21])[OH:22].[CH2:43]([CH:44]([CH2:45][CH2:46][CH2:47][CH3:48])[C:49]([O-:50])=[O:51])[CH3:52].[CH2:54]([O:55][CH2:56][CH3:57])[CH3:58].[CH2:59]([Cl:60])[Cl:61].[K+:53].[O:62]1[CH2:63][CH2:64][CH2:65][CH2:66]1.[c:24]1([P:25]([c:26]2[cH:27][cH:28][cH:29][cH:30][cH:31]2)[c:32]2[cH:33][cH:34][cH:35][cH:36][cH:37]2)[cH:38][cH:39][cH:40][cH:41][cH:42]1>>[K+:53].[O:4]=[C:5]([O-:6])[C:7]1=[C:13]([c:14]2[cH:15][n:16][cH:17][cH:18][cH:19]2)[S:12][CH:11]2[N:8]1[C:9](=[O:23])[CH:10]2[CH:20]([CH3:21])[OH:22]. Starting materials: CC1=C(C(=NO1)C1=CC=CC=C1)C(=O)Cl (5-methyl-3-phenyl-isoxazole-4-carboxylic acid chloride), N1=C(C=CC=C1)CN (2-picolylamine), C(O)([O-])=O.[Na+] (sodium hydrogen carbonate). The solvent is C(C)(=O)OCC (ethyl acetate), C(C)(=O)OCC (ethyl acetate), O (water), C(C)(=O)OCC (ethyl acetate). Yields the product N1=C(C=CC=C1)CNC(=O)C=1C(=NOC1C)C1=CC=CC=C1 (5-Methyl-3-phenyl-isoxazole-4-carboxylic acid (pyridin-2-ylmethyl)-amide). Yield: 92.5%. As a reaction SMILES: [N:1]1[CH:6]=[CH:5][CH:4]=[CH:3][C:2]=1[CH2:7][NH2:8].C(=O)([O-])O.[Na+].[CH3:14][C:15]1[O:19][N:18]=[C:17]([C:20]2[CH:25]=[CH:24][CH:23]=[CH:22][CH:21]=2)[C:16]=1[C:26](Cl)=[O:27]>O.C(OCC)(=O)C>[N:1]1[CH:6]=[CH:5][CH:4]=[CH:3][C:2]=1[CH2:7][NH:8][C:26]([C:16]1[C:17]([C:20]2[CH:25]=[CH:24][CH:23]=[CH:22][CH:21]=2)=[N:18][O:19][C:15]=1[CH3:14])=[O:27] |f:1.2|. Reported procedure: A mixture of 5-methyl-3-phenyl-isoxazole-4-carboxylic acid (4.06 g, 20 mmol, commercially available) and thionyl chloride (5 mL) was heated under reflux for 3 h. Evaporation of all volatiles afforded 5-methyl-3-phenyl-isoxazole-4-carboxylic acid chloride (4.4 g, 93%) as yellow oil, which was used without further purification in the next reaction. To a mixture of an aqueous solution of 2-picolylamine (0.182 g, 1.68 mmol) in water (2 mL) and ethyl acetate (4 mL) were added sodium hydrogen carbonat... Starting materials: ClC1=NC(=C(C(=N1)Cl)O)Cl (2,4,6-trichloro-pyrimidin-5-ol), COC(C(O)C1CC1)=O (cyclopropyl-hydroxy-acetic acid methyl ester), C1(=CC=CC=C1)P(C1=CC=CC=C1)C1=CC=CC=C1 (triphenylphosphine), CC(C)OC(=O)/N=N/C(=O)OC(C)C (DIAD), resultant suspension. Solvent: C1CCOC1 (THF), O1CCOCC1 (dioxane). Run at time 6 hour. The product is COC(C(OC=1C(=NC(=NC1Cl)Cl)Cl)C1CC1)=O (Cyclopropyl-(2,4,6-trichloro-pyrimidin-5-yloxy)-acetic acid methyl ester). The yield is 57.5%. Reaction SMILES: [Cl:1][C:2]1[N:7]=[C:6]([Cl:8])[C:5]([OH:9])=[C:4]([Cl:10])[N:3]=1.[CH3:11][O:12][C:13](=[O:19])[CH:14]([CH:16]1[CH2:18][CH2:17]1)O.C1(P(C2C=CC=CC=2)C2C=CC=CC=2)C=CC=CC=1.CC(OC(/N=N/C(OC(C)C)=O)=O)C>C1COCC1.O1CCOCC1>[CH3:11][O:12][C:13](=[O:19])[CH:14]([CH:16]1[CH2:18][CH2:17]1)[O:9][C:5]1[C:4]([Cl:10])=[N:3][C:2]([Cl:1])=[N:7][C:6]=1[Cl:8]. Procedure: To a solution of 2,4,6-trichloro-pyrimidin-5-ol (250 mg, 1.25 mmol), cyclopropyl-hydroxy-acetic acid methyl ester (245 mg, 1.88 mmol) and triphenylphosphine (493 mg, 1.88 mmol) in THF (12 mL) was added DIAD (370 μL, 1.88 mmol) dropwise. The resultant suspension was stirred for 18 hours before the addition of dioxane (10 mL) and the reaction stirred for a further 6 hours. The heterogeneous mixture was concentrated in vacuo and the resultant residue was purified by column chromatography (SiO2, gra...